Dataset: the Open Reaction Database (ORD), a public repository of structured organic reaction records. Task: describe an organic reaction: reactants, conditions, products, and yield Product: C1(CC1)[Si](C(=C)OCC)(C1CC1)C1CC1 (tricyclopropyl(1-ethoxyvinyl)silane). Conditions: temperature 0 celsius, time 30 minute. Reaction SMILES: [Li].Br[CH:3]1[CH2:5][CH2:4]1.Cl[Si:7](Cl)(Cl)Cl.[C:11]([Li])([CH3:14])(C)[CH3:12].CC[CH2:18][CH2:19][CH3:20].[CH:21]([O:23][CH2:24][CH3:25])=[CH2:22]>CCOCC.C1COCC1.O>[CH:3]1([Si:7]([CH:20]2[CH2:19][CH2:18]2)([CH:14]2[CH2:11][CH2:12]2)[C:21]([O:23][CH2:24][CH3:25])=[CH2:22])[CH2:5][CH2:4]1 |^1:0|. Procedure: At 0° C. under an atmosphere of argon, granular lithium (1.30 g, 187 mmol) was suspended in Et2O (60 ml), and a solution of bromocyclopropane (10.7 g, 88.5 mmol) in Et2O (60 ml) was added during 30 min. dropwise. After stirring 30 min. at 0° C., the resulting solution was added during 60 min. dropwise at this temp. to a solution of tetrachlorosilane (5.00 g, 27.0 mmol) in Et2O (120 ml), and stirring was continued for 7 h at room temp. In a separate vessel under an atmosphere of argon, a 1.6 M so... Run in CCOCC (Et2O), CCOCC (Et2O), C1CCOC1 (THF), O (water), CCOCC (Et2O). Reactants: BrC1CC1 (bromocyclopropane), solution, C(C)(C)(C)[Li] (tert-butyl lithium), CCCCC (pentane), [Li] (lithium), Cl[Si](Cl)(Cl)Cl (tetrachlorosilane), C(=C)OCC (ethyl vinyl ether). Starting materials: C1(NCCC=2NC=3C=CC=CC3C21)=O (2,3,4,5-Tetrahydro-1H-pyrido[4,3-b]indol-1-one), [H-].[Na+] (sodium hydride), BrC(C)C (2-bromopropane). Yields the product CC(C)N1C2=C(C=3C=CC=CC13)C(NCC2)=O (2,3,4,5-Tetrahydro-5-(1-methylethyl)-1H-pyrido[4,3-b]indol-1-one). Reaction SMILES: [C:1]1(=[O:14])[C:13]2[C:12]3[CH:11]=[CH:10][CH:9]=[CH:8][C:7]=3[NH:6][C:5]=2[CH2:4][CH2:3][NH:2]1.[H-].[Na+].Br[CH:18]([CH3:20])[CH3:19]>>[CH3:19][CH:18]([N:6]1[C:7]2[CH:8]=[CH:9][CH:10]=[CH:11][C:12]=2[C:13]2[C:1](=[O:14])[NH:2][CH2:3][CH2:4][C:5]1=2)[CH3:20] |f:1.2|. Reported procedure: 2,3,4,5-Tetrahydro-1H-pyrido[4,3-b]indol-1-one (931 mg) was treated with sodium hydride (73% dispersion in oil; 328 mg) and was then stirred with 2-bromopropane (615 mg) at room temperature for 72 h. Purification by FCC eluting with System A (200:8:1) gave a foam (324 mg) which was further purified by recrystallisation from ethyl acetate: hexane (1:1) to give the title compound (249 mg), t.l.c. (System A, 100:8:1) Rf 0.58. Isolated yield 28.4%.